This data is from the Open Reaction Database (ORD), a public repository of structured organic reaction records. The task is: describe an organic reaction: reactants, conditions, products, and yield The reactants are CCc1nc2cc(O[Si](C)(C)C(C)(C)C)ccc2n1-c1ccc(CCNC(=O)NS(=O)(=O)c2ccc(C)cc2)cc1, C1CCOC1, CCCC[N+](CCCC)(CCCC)CCCC, [F-]. Product: CCc1nc2cc(O)ccc2n1-c1ccc(CCNC(=O)NS(=O)(=O)c2ccc(C)cc2)cc1. As a reaction SMILES: [C:1]([Si:2]([CH3:3])([CH3:4])[O:6][c:7]1[cH:8][c:9]2[c:10]([n:11](-[c:16]3[cH:17][cH:18][c:19]([CH2:22][CH2:23][NH:24][C:25](=[O:26])[NH:27][S:28](=[O:29])(=[O:30])[c:31]4[cH:32][cH:33][c:34]([CH3:37])[cH:35][cH:36]4)[cH:20][cH:21]3)[c:12]([CH2:14][CH3:15])[n:13]2)[cH:38][cH:39]1)([CH3:5])([CH3:40])[CH3:41].[CH2:60]1[O:61][CH2:62][CH2:63][CH2:64]1.[CH3:43][CH2:44][CH2:45][CH2:46][N+:47]([CH2:48][CH2:49][CH2:50][CH3:51])([CH2:52][CH2:53][CH2:54][CH3:55])[CH2:56][CH2:57][CH2:58][CH3:59].[F-:42]>>[OH:6][c:7]1[cH:8][c:9]2[c:10]([n:11](-[c:16]3[cH:17][cH:18][c:19]([CH2:22][CH2:23][NH:24][C:25](=[O:26])[NH:27][S:28](=[O:29])(=[O:30])[c:31]4[cH:32][cH:33][c:34]([CH3:37])[cH:35][cH:36]4)[cH:20][cH:21]3)[c:12]([CH2:14][CH3:15])[n:13]2)[cH:38][cH:39]1. Starting materials: CCCc1c(OCc2ccc(C(O)c3cccc(C#N)c3)cc2)ccc(C(C)=O)c1O, C1CCC2=NCCCN2CC1, C1CCOC1, [N-]=[N+]=NP(=O)(c1ccccc1)c1ccccc1. Yields the product CCCc1c(OCc2ccc(C(N=[N+]=[N-])c3cccc(C#N)c3)cc2)ccc(C(C)=O)c1O. RXN SMILES: [C:1]([CH3:2])(=[O:3])[c:4]1[c:5]([OH:31])[c:6]([CH2:28][CH2:29][CH3:30])[c:7]([O:8][CH2:9][c:10]2[cH:11][cH:12][c:13]([CH:16]([c:17]3[cH:18][c:19]([C:20]#[N:21])[cH:22][cH:23][cH:24]3)[OH:25])[cH:14][cH:15]2)[cH:26][cH:27]1.[N:32]12[CH2:33][CH2:34][CH2:35][N:36]=[C:37]1[CH2:38][CH2:39][CH2:40][CH2:41][CH2:42]2.[O:60]1[CH2:61][CH2:62][CH2:63][CH2:64]1.[c:43]1([P:44]([c:45]2[cH:46][cH:47][cH:48][cH:49][cH:50]2)(=[O:51])[N:57]=[N+:58]=[N-:59])[cH:52][cH:53][cH:54][cH:55][cH:56]1>>[C:1]([CH3:2])(=[O:3])[c:4]1[c:5]([OH:31])[c:6]([CH2:28][CH2:29][CH3:30])[c:7]([O:8][CH2:9][c:10]2[cH:11][cH:12][c:13]([CH:16]([c:17]3[cH:18][c:19]([C:20]#[N:21])[cH:22][cH:23][cH:24]3)[N:57]=[N+:58]=[N-:59])[cH:14][cH:15]2)[cH:26][cH:27]1. Reaction SMILES: [Br:1][C:2]1=[CH:3][C:4](=[C:9]2[C:10](=[O:22])[NH:11][c:12]3[cH:13][cH:14][c:15]([C:18](=[O:19])[O:20][CH3:21])[cH:16][c:17]32)[O:5][C:6]1([CH3:7])[CH3:8].[C:46](=[O:47])([O-:48])[O-:49].[CH3:24][C:25]1([CH3:26])[C:27]([CH3:28])([CH3:29])[O:30][B:31]([c:32]2[cH:33][cH:34][c:35]([CH2:36][N:37]3[CH2:38][CH2:39][O:40][CH2:41][CH2:42]3)[cH:43][cH:44]2)[O:45]1.[ClH:23].[Na+:50].[Na+:51].[O:53]=[CH:54][N:55]([CH3:56])[CH3:57].[OH2:52]>>[C:2]1([c:32]2[cH:33][cH:34][c:35]([CH2:36][N:37]3[CH2:38][CH2:39][O:40][CH2:41][CH2:42]3)[cH:43][cH:44]2)=[CH:3][C:4](=[C:9]2[C:10](=[O:22])[NH:11][c:12]3[cH:13][cH:14][c:15]([C:18](=[O:19])[O:20][CH3:21])[cH:16][c:17]32)[O:5][C:6]1([CH3:7])[CH3:8]. The reactants are COC(=O)c1ccc2c(c1)C(=C1C=C(Br)C(C)(C)O1)C(=O)N2, O=C([O-])[O-], CC1(C)OB(c2ccc(CN3CCOCC3)cc2)OC1(C)C, Cl, [Na+], [Na+], CN(C)C=O, O. Product: COC(=O)c1ccc2c(c1)C(=C1C=C(c3ccc(CN4CCOCC4)cc3)C(C)(C)O1)C(=O)N2. The reactants are CC(=O)O, Cl, CCOC(=O)c1cn(C2CC2F)c2c(OC)c(F)c(F)cc2c1=O. The product is COc1c(F)c(F)cc2c(=O)c(C(=O)O)cn(C3CC3F)c12. Reaction SMILES: [CH3:26][C:27](=[O:28])[OH:29].[ClH:25].[F:1][c:2]1[cH:3][c:4]2[c:5](=[O:24])[c:6]([C:19](=[O:20])[O:21][CH2:22][CH3:23])[cH:7][n:8]([CH:15]3[CH:16]([F:18])[CH2:17]3)[c:9]2[c:10]([O:13][CH3:14])[c:11]1[F:12]>>[F:1][c:2]1[cH:3][c:4]2[c:5](=[O:24])[c:6]([C:19](=[O:20])[OH:21])[cH:7][n:8]([CH:15]3[CH:16]([F:18])[CH2:17]3)[c:9]2[c:10]([O:13][CH3:14])[c:11]1[F:12]. Starting materials: ClC1=C(CN2C(N(S(C3=C2C=CC=C3)(=O)=O)C3=CC(=C(C(=C3)C)OC)C)=O)C(=CC=C1)F (4-(2-Chloro-6-fluorobenzyl)-2-(4-methoxy-3,5-dimethylphenyl)-2H-1,2,4-benzothiadiazin-3(4H)-one 1,1-dioxide), B(Br)(Br)Br (boron tribromide), OC1=C(C=C(C=C1C)N1S(C2=C(N(C1=O)CC1=C(C=C(C=C1F)F)F)C=CC=C2)(=O)=O)C (2-(4-Hydroxy-3,5-dimethylphenyl)-4-(2,4,6-trifluorobenzyl)-2H-1,2,4-benzothiadiazin-3(4H)-one 1,1-dioxide). Yields the product ClC1=C(CN2C(N(S(C3=C2C=CC=C3)(=O)=O)C3=CC(=C(C(=C3)C)O)C)=O)C(=CC=C1)F (4-(2-Chloro-6-fluorobenzyl)-2-(4-hydroxy-3,5-di methyl phenyl)-2H-1,2,4-benzothiadiazin-3(4H)-one 1,1-dioxide). Yield: 54.2%. RXN SMILES: [Cl:1][C:2]1[CH:31]=[CH:30][CH:29]=[C:28]([F:32])[C:3]=1[CH2:4][N:5]1[C:10]2[CH:11]=[CH:12][CH:13]=[CH:14][C:9]=2[S:8](=[O:16])(=[O:15])[N:7]([C:17]2[CH:22]=[C:21]([CH3:23])[C:20]([O:24]C)=[C:19]([CH3:26])[CH:18]=2)[C:6]1=[O:27].B(Br)(Br)Br.OC1C(C)=CC(N2C(=O)N(CC3C(F)=CC(F)=CC=3F)C3C=CC=CC=3S2(=O)=O)=CC=1C>>[Cl:1][C:2]1[CH:31]=[CH:30][CH:29]=[C:28]([F:32])[C:3]=1[CH2:4][N:5]1[C:10]2[CH:11]=[CH:12][CH:13]=[CH:14][C:9]=2[S:8](=[O:15])(=[O:16])[N:7]([C:17]2[CH:18]=[C:19]([CH3:26])[C:20]([OH:24])=[C:21]([CH3:23])[CH:22]=2)[C:6]1=[O:27]. Reported procedure: The title compound (0.12 g, 0.26 mmol) was prepared from (81) (0.23 g, 0.48 mmol) and boron tribromide (1.0M solution in DCM, 0.60 mL, 0.60 mmol) using the methods of (114).